Dataset: the Open Reaction Database (ORD), a public repository of structured organic reaction records. Task: describe an organic reaction: reactants, conditions, products, and yield Starting materials: COC(=O)C#CC(=O)OC (acetylene-dicarboxylic acid dimethyl ester), ClC1=C(CN=[N+]=[N-])C=CC=C1 (o-chlorobenzyl azide). Reported procedure: A solution of 8 g (0.054 mol) of acetylene-dicarboxylic acid dimethyl ester in 25 ml of benzene is added dropwise to a solution of 8.4 g (0.05 mol) of o-chlorobenzyl azide in 50 ml of benzene that is boiling under reflux. After a further hour under reflux, the whole is diluted with 75 ml of cyclohexane and, after cooling, the substance that has crystallised out is filtered off with suction. After washing with a mixture of diethyl ether and hexane (1:1), there is obtained 1-(o-chlorobenzyl)-1H-1,... Solvent: C1=CC=CC=C1 (benzene), C1=CC=CC=C1 (benzene), C1CCCCC1 (cyclohexane). Yields the product COC(=O)C=1N=NN(C1C(=O)OC)CC1=C(C=CC=C1)Cl (1-(o-chlorobenzyl)-1H-1,2,3-triazole-4,5-dicarboxylic acid dimethyl ester). As a reaction SMILES: [CH3:1][O:2][C:3]([C:5]#[C:6][C:7]([O:9][CH3:10])=[O:8])=[O:4].[Cl:11][C:12]1[CH:21]=[CH:20][CH:19]=[CH:18][C:13]=1[CH2:14][N:15]=[N+:16]=[N-:17]>C1C=CC=CC=1.C1CCCCC1>[CH3:1][O:2][C:3]([C:5]1[N:17]=[N:16][N:15]([CH2:14][C:13]2[CH:18]=[CH:19][CH:20]=[CH:21][C:12]=2[Cl:11])[C:6]=1[C:7]([O:9][CH3:10])=[O:8])=[O:4]. Starting materials: [N+](=O)([O-])C=1C=C(C=CC1)P(O)(=O)C1=CC(=CC=C1)[N+](=O)[O-] (bis(3-nitrophenyl)phosphinic acid), [H][H] (hydrogen). Reagents/catalysts: [Pt] (Platinum). The solvent is CO (methanol). The product is NC=1C=C(C=CC1)P(O)(=O)C1=CC(=CC=C1)N (bis(3-aminophenyl)phosphinic acid). Reaction SMILES: [N+:1]([C:4]1[CH:5]=[C:6]([P:10]([C:13]2[CH:18]=[CH:17][CH:16]=[C:15]([N+:19]([O-])=O)[CH:14]=2)(=[O:12])[OH:11])[CH:7]=[CH:8][CH:9]=1)([O-])=O.[H][H]>CO.[Pt]>[NH2:1][C:4]1[CH:5]=[C:6]([P:10]([C:13]2[CH:18]=[CH:17][CH:16]=[C:15]([NH2:19])[CH:14]=2)(=[O:11])[OH:12])[CH:7]=[CH:8][CH:9]=1. Procedure: The compound bis(3-nitrophenyl)phosphinic acid (14.0 g, 45.4 mmol) from Example 1 was suspended in methanol (200 ml). Platinum (5 wt. %, on activated carbon, 1.4 g) was added. The mixture was shaken on a hydrogenation apparatus (50 psi) until no further hydrogen consumption was observed. The mixture was filtered through celite and then evaporated to dryness. The solid obtained (9.87 g, 88%) was used without purification. The structure of bis(3-aminophenyl)phosphinic acid is: Reactants: O=S(=O)(Cl)c1ccc(Cl)cc1, Nc1nc(Cl)c(Cl)nc1C=NNS(=O)(=O)c1ccc(Cl)cc1, NN. Reaction SMILES: [Cl:23][c:24]1[cH:25][cH:26][c:27]([S:28]([Cl:29])(=[O:30])=[O:31])[cH:32][cH:33]1.[NH2:1][c:2]1[c:3]([CH:4]=[N:11][NH:12][S:13](=[O:14])(=[O:15])[c:16]2[cH:17][cH:18][c:19]([Cl:22])[cH:20][cH:21]2)[n:5][c:6]([Cl:7])[c:8]([Cl:9])[n:10]1.[NH2:34][NH2:35]>>[NH2:11][NH:12][S:13](=[O:14])(=[O:15])[c:16]1[cH:17][cH:18][c:19]([Cl:22])[cH:20][cH:21]1. The product is NNS(=O)(=O)c1ccc(Cl)cc1. The solvent is C(C)(=O)OCC (ethyl acetate), O1CCCC1 (tetrahydrofuran), CO (methanol). As a reaction SMILES: [Cl:1][C:2]1[CH:7]=[C:6]([O:8][C:9]2[C:18]3[C:13](=[CH:14][C:15]([O:21][CH2:22][CH:23]4[CH2:28][CH2:27][NH:26][CH2:25][CH2:24]4)=[C:16]([C:19]#[N:20])[CH:17]=3)[N:12]=[CH:11][CH:10]=2)[CH:5]=[CH:4][C:3]=1[NH:29][C:30]([NH:32][CH:33]1[CH2:35][CH2:34]1)=[O:31].C=O.[C:38](O)(=O)C.C([BH3-])#N.[Na+].C(=O)(O)[O-].[Na+]>O1CCCC1.CO.C(OCC)(=O)C>[Cl:1][C:2]1[CH:7]=[C:6]([O:8][C:9]2[C:18]3[C:13](=[CH:14][C:15]([O:21][CH2:22][CH:23]4[CH2:24][CH2:25][N:26]([CH3:38])[CH2:27][CH2:28]4)=[C:16]([C:19]#[N:20])[CH:17]=3)[N:12]=[CH:11][CH:10]=2)[CH:5]=[CH:4][C:3]=1[NH:29][C:30]([NH:32][CH:33]1[CH2:35][CH2:34]1)=[O:31] |f:3.4,5.6|. Reactants: C=O (formaldehyde), C(C)(=O)O (acetic acid), C(#N)[BH3-].[Na+] (sodium cyanoborohydride), C([O-])(O)=O.[Na+] (sodium bicarbonate), ClC1=C(C=CC(=C1)OC1=CC=NC2=CC(=C(C=C12)C#N)OCC1CCNCC1)NC(=O)NC1CC1 (N-(2-chloro-4-((6-cyano-7-(4-piperidylmethoxy)-4-quinolyl)oxy)phenyl)-N′-cyclopropylurea). Reported procedure: After dissolving N-(2-chloro-4-((6-cyano-7-(4-piperidylmethoxy)-4-quinolyl)oxy)phenyl)-N′-cyclopropylurea (540 mg, 0.846 mmol) in tetrahydrofuran (20 ml)-methanol (20 ml), there were added 37% aqueous formaldehyde (1 ml), acetic acid (0.10 ml, 1.69 mmol) and sodium cyanoborohydride (106 mg, 1.69 mmol) at room temperature, and the mixture was stirred for 1 hour. The reaction solution was distributed between ethyl acetate and saturated aqueous sodium bicarbonate, and the organic layer was washed w... The product is ClC1=C(C=CC(=C1)OC1=CC=NC2=CC(=C(C=C12)C#N)OCC1CCN(CC1)C)NC(=O)NC1CC1 (N-(2-Chloro-4-((6-cyano-7-((1-methyl-4-piperidyl)methoxy)-4-quinolyl)oxy)phenyl)-N′-cyclopropylurea). The yield is 65.8%. Reaction conditions: time 1 hour. The reactants are COC[C@@H]1[C@H]([C@H]([C@@H](O1)N1C=NC=2C(N)=NC=NC12)O)O (5'-O-methyladenosine), [N+](=[N-])=C (diazomethane). Product: C[C@@]1([C@@H](O[C@@H]([C@H]1O)COC)N1C=NC=2C(N)=NC=NC12)O (2',5'-O-dimethyladenosine), C[C@@]1([C@H]([C@@H](O[C@@H]1COC)N1C=NC=2C(N)=NC=NC12)O)O (3',5'-O-dimethyladenosine). Reaction SMILES: [CH3:1][O:2][CH2:3][C@H:4]1[O:8][C@@H:7]([N:9]2[C:18]3[N:17]=[CH:16][N:15]=[C:13]([NH2:14])[C:12]=3[N:11]=[CH:10]2)[C@H:6]([OH:19])[C@@H:5]1[OH:20].[N+](=[CH2:23])=[N-]>>[CH3:23][C@@:6]1([OH:19])[C@H:5]([OH:20])[C@@H:4]([CH2:3][O:2][CH3:1])[O:8][C@H:7]1[N:9]1[C:18]2[N:17]=[CH:16][N:15]=[C:13]([NH2:14])[C:12]=2[N:11]=[CH:10]1.[CH3:23][C@@:5]1([OH:20])[C@@H:4]([CH2:3][O:2][CH3:1])[O:8][C@@H:7]([N:9]2[C:18]3[N:17]=[CH:16][N:15]=[C:13]([NH2:14])[C:12]=3[N:11]=[CH:10]2)[C@@H:6]1[OH:19]. Procedure details: In the same manner as Example 1 [METHOD 1], 5'-O-methyladenosine was methylated by using diazomethane and separated by ion exchange column chromatography to give 2',5'-O-dimethyladenosine (Compound 13) and 3',5'-O-dimethyladenosine (Compound 14). Starting materials: ClC=1C(=C(N)C=CC1)F (3-chloro-2-fluoro-aniline), ClC1=CC=C(C=O)C=C1 (4-chloro-benzaldehyde), [Na] (sodium), C(C)OC(C(CC(C(C)C)=O)=O)=O (5-methyl-2,4-dioxo-hexanoic acid ethyl ester), C(C)(=O)O (acetic acid). The solvent is C1(=CC=CC=C1)C (toluene), CCOC(=O)C (EtOAc), O1CCOCC1 (dioxane). Reaction conditions: temperature 120 celsius, time 18 hour. Product: ClC=1C(=C(C=CC1)N1C(C(=C(C1C1=CC=C(C=C1)Cl)C(C(C)C)=O)O)=O)F (1-(3-Chloro-2-fluoro-phenyl)-5-(4-chloro-phenyl)-3-hydroxy-4-isobutyryl-1,5-dihydro-pyrrol-2-one). Yield: 48.3%. Reaction SMILES: [Cl:1][C:2]1[C:3]([F:9])=[C:4]([CH:6]=[CH:7][CH:8]=1)[NH2:5].[Cl:10][C:11]1[CH:18]=[CH:17][C:14]([CH:15]=O)=[CH:13][CH:12]=1.[Na].C([O:22][C:23](=O)[C:24](=[O:31])[CH2:25][C:26](=[O:30])[CH:27]([CH3:29])[CH3:28])C.C(O)(=O)C>C1(C)C=CC=CC=1.O1CCOCC1.CCOC(C)=O>[Cl:1][C:2]1[C:3]([F:9])=[C:4]([N:5]2[CH:15]([C:14]3[CH:17]=[CH:18][C:11]([Cl:10])=[CH:12][CH:13]=3)[C:25]([C:26](=[O:30])[CH:27]([CH3:29])[CH3:28])=[C:24]([OH:31])[C:23]2=[O:22])[CH:6]=[CH:7][CH:8]=1 |^1:18|. Reported procedure: A mixture of 3-chloro-2-fluoro-aniline (10.9 g, 75 mmol) and 4-chloro-benzaldehyde (10.0 g, 71 mmol) was heated to 120° C., stirred for 18 h, allowed to cool to rt, and diluted with toluene (50 mL). A mixture of the sodium salt of 5-methyl-2,4-dioxo-hexanoic acid ethyl ester (14.8 g, 71 mmol) in dioxane (50 mL) and acetic acid (4.1 mL, 71 mmol) was added. The resulting mixture was refluxed for 18 h, allowed to cool to rt, diluted with EtOAc, and washed twice with an aqueous solution of NaHCO3 an... Starting materials: O (water), CC=1C=C(C=CC1)CCCO (3-(3-methylphenyl)-1-propanol), BrC=1C=CC(=C(C#N)C1)F (5-bromo-2-fluorobenzonitrile), [H-].[Na+] (sodium hydride). The solvent is CN(C=O)C (N,N-dimethylformamide). Reaction conditions: time 30 minute. Yields the product BrC=1C=CC(=C(C#N)C1)OCCCC1=CC(=CC=C1)C (5-bromo-2-[3-(3-methylphenyl)propoxy]benzonitrile). Isolated yield 63.0%. RXN SMILES: [CH3:1][C:2]1[CH:3]=[C:4]([CH2:8][CH2:9][CH2:10][OH:11])[CH:5]=[CH:6][CH:7]=1.[H-].[Na+].[Br:14][C:15]1[CH:16]=[CH:17][C:18](F)=[C:19]([CH:22]=1)[C:20]#[N:21].O>CN(C)C=O>[Br:14][C:15]1[CH:16]=[CH:17][C:18]([O:11][CH2:10][CH2:9][CH2:8][C:4]2[CH:5]=[CH:6][CH:7]=[C:2]([CH3:1])[CH:3]=2)=[C:19]([CH:22]=1)[C:20]#[N:21] |f:1.2|. Procedure: Compound 15-1 (1.30 g) was dissolved in N,N-dimethylformamide (30 ml) and sodium hydride (60%, 1.04 g) was added at room temperature. After stirring for 30 min, 5-bromo-2-fluorobenzonitrile (1.00 g) was added, and the mixture was stirred at 50° C. for 4 hr. The reaction mixture was added to water, and the mixture was extracted with ethyl acetate, washed with water and saturated brine, and dried over anhydrous magnesium sulfate. The solvent was evaporated under reduced pressure. The residue was p... Starting materials: solution, C[Si](C)(C)[N-][Si](C)(C)C.[K+] (potassium bistrimethylsilylamide), C(C=C)Br (allyl bromide), C(C1=CC=CC=C1)[C@@H]1N([C@@H](OC1=O)C(C)(C)C)C(=O)OCC=C (allyl (2S,4S)-4-benzyl-2-tert-butyl-5-oxooxazolidine-3-carboxylate), [Cl-].[NH4+] (ammonium chloride). The solvent is C1(=CC=CC=C1)C (toluene), O1CCCC1 (tetrahydrofuran). Run at time 30 minute. The product is C(C=C)[C@]1(N([C@@H](OC1=O)C(C)(C)C)C(=O)OCC=C)CC1=CC=CC=C1 (Allyl (2S,4S)-4-allyl-4-benzyl-2-tert-butyl-5-oxooxazolidine-3-carboxylate). Reaction SMILES: [CH2:1]([C@H:8]1[C:12](=[O:13])[O:11][C@@H:10]([C:14]([CH3:17])([CH3:16])[CH3:15])[N:9]1[C:18]([O:20][CH2:21][CH:22]=[CH2:23])=[O:19])[C:2]1[CH:7]=[CH:6][CH:5]=[CH:4][CH:3]=1.C[Si]([N-][Si](C)(C)C)(C)C.[K+].[CH2:34](Br)[CH:35]=[CH2:36].[Cl-].[NH4+]>O1CCCC1.C1(C)C=CC=CC=1>[CH2:36]([C@:8]1([CH2:1][C:2]2[CH:7]=[CH:6][CH:5]=[CH:4][CH:3]=2)[C:12](=[O:13])[O:11][C@@H:10]([C:14]([CH3:17])([CH3:16])[CH3:15])[N:9]1[C:18]([O:20][CH2:21][CH:22]=[CH2:23])=[O:19])[CH:35]=[CH2:34] |f:1.2,4.5|. Reported procedure: 3.16 g of allyl (2S,4S)-4-benzyl-2-tert-butyl-5-oxooxazolidine-3-carboxylate in 20 ml of tetrahydrofuran are cooled in a dry ice bath to −65° C. under argon, and 20.9 ml of a 0.5 molar solution of potassium bistrimethylsilylamide in toluene are added dropwise, and the mixture is stirred at this temperature for 30 minutes. Then 0.861 ml of allyl bromide are added dropwise, and the mixture is stirred while gradually warming to room temperature. After being left to stand overnight, 15 ml of saturat...